This data is from the Open Reaction Database (ORD), a public repository of structured organic reaction records. The task is: describe an organic reaction: reactants, conditions, products, and yield The reactants are O=C([O-])[O-], Cc1cc(N(C)C)c2cc(N)ccc2n1, Cc1cc(N(C)C)c2cc(Nc3nc(Cl)nc(-c4ccccc4)n3)ccc2n1, [K+], [K+], CN(C)C=O, O. Yields the product Cc1cc(N(C)C)c2cc(Nc3nc(Nc4ccc5nc(C)cc(N(C)C)c5c4)nc(-c4ccccc4)n3)ccc2n1. RXN SMILES: [C:16](=[O:17])([O-:18])[O-:19].[CH3:1][N:2]([c:3]1[cH:4][c:5]([CH3:14])[n:6][c:7]2[cH:8][cH:9][c:10]([NH2:13])[cH:11][c:12]12)[CH3:15].[Cl:22][c:23]1[n:24][c:25](-[c:44]2[cH:45][cH:46][cH:47][cH:48][cH:49]2)[n:26][c:27]([NH:29][c:30]2[cH:31][c:32]3[c:33]([N:41]([CH3:42])[CH3:43])[cH:34][c:35]([CH3:40])[n:36][c:37]3[cH:38][cH:39]2)[n:28]1.[K+:20].[K+:21].[O:51]=[CH:52][N:53]([CH3:54])[CH3:55].[OH2:50]>>[CH3:1][N:2]([c:3]1[cH:4][c:5]([CH3:14])[n:6][c:7]2[cH:8][cH:9][c:10]([NH:13][c:23]3[n:24][c:25](-[c:44]4[cH:45][cH:46][cH:47][cH:48][cH:49]4)[n:26][c:27]([NH:29][c:30]4[cH:31][c:32]5[c:33]([N:41]([CH3:42])[CH3:43])[cH:34][c:35]([CH3:40])[n:36][c:37]5[cH:38][cH:39]4)[n:28]3)[cH:11][c:12]12)[CH3:15]. The reactants are COC(=O)c1ccc(C(C)NC(=O)c2cc(Cl)cnc2Cl)cc1, Oc1ccc(Cl)cc1Cl. The product is COC(=O)c1ccc(C(C)NC(=O)c2cc(Cl)cnc2Oc2ccc(Cl)cc2Cl)cc1. As a reaction SMILES: [Cl:1][c:2]1[n:3][cH:4][c:5]([Cl:23])[cH:6][c:7]1[C:8](=[O:9])[NH:10][CH:11]([CH3:12])[c:13]1[cH:14][cH:15][c:16]([C:17](=[O:18])[O:19][CH3:20])[cH:21][cH:22]1.[OH:24][c:25]1[cH:26][cH:27][c:28]([Cl:29])[cH:30][c:31]1[Cl:32]>>[c:2]1([O:24][c:25]2[cH:26][cH:27][c:28]([Cl:29])[cH:30][c:31]2[Cl:32])[n:3][cH:4][c:5]([Cl:23])[cH:6][c:7]1[C:8](=[O:9])[NH:10][CH:11]([CH3:12])[c:13]1[cH:14][cH:15][c:16]([C:17](=[O:18])[O:19][CH3:20])[cH:21][cH:22]1. Reactants: [N+](=O)([O-])C1=NN(C=C1)CCN1C(C2=CC=CC=C2C1=O)=O (2-(2-(3-Nitro-1H-pyrazol-1-yl)ethyl)isoindoline-1,3-dione), O.NN (hydrazine hydrate). The solvent is C(C)O (ethanol). Reaction conditions: time 3 hour. The product is [N+](=O)([O-])C1=NN(C=C1)CCN (2-(3-Nitro-1H-pyrazol-1-yl)ethanamine). Yield: 73.2%. As a reaction SMILES: [N+:1]([C:4]1[CH:8]=[CH:7][N:6]([CH2:9][CH2:10][N:11]2C(=O)C3C(=CC=CC=3)C2=O)[N:5]=1)([O-:3])=[O:2].O.NN>C(O)C>[N+:1]([C:4]1[CH:8]=[CH:7][N:6]([CH2:9][CH2:10][NH2:11])[N:5]=1)([O-:3])=[O:2] |f:1.2|. Procedure details: A solution of 206a (2.0 g, 7.0 mmol) in ethanol (30 mL) was added hydrazine hydrate (1 mL, 21 mmol) and the mixture was stirred at room temperature for 3 hours. The mixture was evaporated and the residue was purified by silica-gel eluting with 10:1 methylene chloride/methanol to give 206b as a white solid (0.8 g, 80%). MS: (M+H)+ 157. Reactants: BrCc1ccccc1, CCCC[N+](CCCC)(CCCC)CCCC, CCOCC, [H-], [I-], [Na+], C1CCOC1, OCCC1OCCO1. Product: c1ccc(COCCC2OCCO2)cc1. As a reaction SMILES: [Br:11][CH2:12][c:13]1[cH:14][cH:15][cH:16][cH:17][cH:18]1.[CH2:30]([N+:31]([CH2:32][CH2:33][CH2:34][CH3:35])([CH2:36][CH2:37][CH2:38][CH3:39])[CH2:40][CH2:41][CH2:42][CH3:43])[CH2:44][CH2:45][CH3:46].[CH3:19][CH2:20][O:21][CH2:22][CH3:23].[H-:9].[I-:29].[Na+:10].[O:24]1[CH2:25][CH2:26][CH2:27][CH2:28]1.[OH:1][CH2:2][CH2:3][CH:4]1[O:5][CH2:6][CH2:7][O:8]1>>[O:1]([CH2:2][CH2:3][CH:4]1[O:5][CH2:6][CH2:7][O:8]1)[CH2:12][c:13]1[cH:14][cH:15][cH:16][cH:17][cH:18]1. Starting materials: C(C)O (ethanol), C(C)O (Ethanol), Cl.N[C@@H](CS)C(=O)O (cysteine hydrochloride), C([C@@H]1[C@H]([C@@H]([C@H]([C@H](O1)O[C@@H]2[C@H](O[C@H]([C@@H]([C@H]2O)O)O)CO)O)O)O)O (maltose), N1=CC=CC=C1 (pyridine). Solvent: O (water). Run at time 72 hour. The product is OC(C(C(C(CO)O)OC1[C@H](O)[C@@H](O)[C@H](O)[C@H](O1)CO)O)C1SCC(N1)C(=O)O (2-(1,2,4,5-Tetrahydroxy-3-Glucopyranosyloxypentyl) Thiazolidine-4-Carboxylic acid). As a reaction SMILES: Cl.[NH2:2][C@H:3]([C:6]([OH:8])=[O:7])[CH2:4][SH:5].[CH2:9]([OH:31])[C@H:10]1[O:15][C@H:14]([O:16][C@H:17]2[C@H:22]([OH:23])[C@@H:21]([OH:24])[C@H:20](O)[O:19][C@@H:18]2[CH2:26][OH:27])[C@H:13]([OH:28])[C@@H:12]([OH:29])[C@@H:11]1[OH:30].N1C=CC=CC=1.C(O)C>O>[OH:24][CH:21]([CH:20]1[NH:2][CH:3]([C:6]([OH:8])=[O:7])[CH2:4][S:5]1)[CH:22]([OH:23])[CH:17]([O:16][CH:14]1[O:15][C@H:10]([CH2:9][OH:31])[C@@H:11]([OH:30])[C@H:12]([OH:29])[C@H:13]1[OH:28])[CH:18]([OH:19])[CH2:26][OH:27] |f:0.1|. Procedure: 17.56 Grams (100 mmol) of cysteine hydrochloride and 34.20 g (100 mmol) of maltose were dissolved in 35 ml of pure water, 8.36 ml (100 mmol) of pyridine was then added thereto, and the resulting solution was stirred at room temperature for 72 hours. 300 Milliliters of ethanol was added to the stirred solution, and the solution was left to stand in a refrigerator, whereby a paste-like precipitate was formed. The solvent was removed by decantation, and the precipitate was dissolved in 100 ml of wa... Reactants: O (water), aryl bromide, C[Si](C#CC1=C(C#N)C=CC=C1)(C)C ((2-(trimethylsilyl)ethynyl]benzonitrile), Cl.Cl.C(C)(C)NC(=N)C1=CC=C(C=C1)C1=NOC(=C1)C1=CC=C(C=C1)C(NC(C)C)=N (3,5-Bis[4-(N-isopropyl)amidinophenyl]isoxazole dihydrochloride), BrC1=C(C=C(C#N)C=C1)Cl (4-Bromo-3-chlorobenzonitrile), C[Si](C)(C)C#C ((trimethylsilyl)acetylene), C1=CC=C(C=C1)P(C2=CC=CC=C2)C3=CC=CC=C3 (PPh3). Reagents/catalysts: C=1C=CC(=CC1)[P](C=2C=CC=CC2)(C=3C=CC=CC3)[Pd]([P](C=4C=CC=CC4)(C=5C=CC=CC5)C=6C=CC=CC6)([P](C=7C=CC=CC7)(C=8C=CC=CC8)C=9C=CC=CC9)[P](C=1C=CC=CC1)(C=1C=CC=CC1)C=1C=CC=CC1 (Pd (PPh3)4), [Cu]I (CuI). Run in C1(=CC=CC=C1)C.CCCCCC (toluene hexane), N1CCCCC1 (piperidine). Reaction conditions: temperature 90 celsius, time 1 hour. The product is [N+](=O)([O-])C=1C=C(C#N)C=CC1C#C[Si](C)(C)C (3-nitro-4-[2-(trimethylsilyl)ethynyl]benzonitrile), solid. Isolated yield 37.0%. Reaction SMILES: Cl.Cl.C(NC(C1C=CC(C2C=C(C3C=CC(C(=N)NC(C)C)=CC=3)[O:17][N:16]=2)=CC=1)=N)(C)C.[CH3:32][Si:33]([CH3:45])([CH3:44])[C:34]#[C:35][C:36]1[CH:43]=[CH:42][CH:41]=[CH:40][C:37]=1C#N.BrC1C=CC([C:51]#[N:52])=CC=1Cl.C[Si](C#C)(C)C.C1C=CC(P(C2C=CC=CC=2)C2C=CC=CC=2)=CC=1.[OH2:81]>N1CCCCC1.C1C=CC([P]([Pd]([P](C2C=CC=CC=2)(C2C=CC=CC=2)C2C=CC=CC=2)([P](C2C=CC=CC=2)(C2C=CC=CC=2)C2C=CC=CC=2)[P](C2C=CC=CC=2)(C2C=CC=CC=2)C2C=CC=CC=2)(C2C=CC=CC=2)C2C=CC=CC=2)=CC=1.[Cu]I.C1(C)C=CC=CC=1.CCCCCC>[N+:16]([C:37]1[CH:40]=[C:41]([CH:42]=[CH:43][C:36]=1[C:35]#[C:34][Si:33]([CH3:32])([CH3:44])[CH3:45])[C:51]#[N:52])([O-:17])=[O:81] |f:0.1.2,11.12,^1:91,93,112,131|. Reported procedure: 3-nitro-4-[2-(trimethylsilyl)ethynyl]benzonitrile (61 b) was prepared from aryl bromide 60b as an off-white solid (1.61 g, 66%): mp 81-82° C. (toluene/hexane); 1H NMR δ 8.69 (d, J=1.6 Hz, 1H), 8.20 (dd, J=8.0 and 1.6 Hz, 1H), 7.94 (d, J=8.2 Hz, 1H), 0.27 (s, 9H); HPLC (Method B) tR 8.39 min (100 area % at 254 nm). Anal. (C12H12N2O2Si) C, H, N. 3-chloro-4[(2-(trimethylsilyl)ethynyl]benzonitrile (61c). A mixture of aryl bromide 60c, (3.96 g, 18.2 mmol), (trimethylsilyl)acetylene (1.80 g, 18.23 mmo... Starting materials: CC(CO)(NC(=O)CCl)c1cccc(Br)c1, CO, CCC(C)(C)O. Product: CC1(c2cccc(Br)c2)COCC(=O)N1. As a reaction SMILES: [Br:1][c:2]1[cH:3][c:4]([C:8]([CH2:9][OH:10])([CH3:11])[NH:12][C:13]([CH2:14][Cl:15])=[O:16])[cH:5][cH:6][cH:7]1.[CH3:17][OH:18].[CH3:19][C:20]([OH:21])([CH2:22][CH3:23])[CH3:24]>>[Br:1][c:2]1[cH:3][c:4]([C:8]2([CH3:11])[CH2:9][O:10][CH2:14][C:13](=[O:16])[NH:12]2)[cH:5][cH:6][cH:7]1. Reactants: C(C)(C)(C)OC(=O)N1CCNCC1 (1-tert-butyloxycarbonyl-piperazine), C(C)(C)N(CC)C(C)C (diisopropylethylamine), CC1=NOC(=C1C(=O)Cl)C (3,5-Dimethyl-isoxazole-4-carbonyl chloride). The solvent is C(Cl)Cl (methylene chloride), C(Cl)Cl (methylene chloride). Reaction conditions: time 8 hour. Yields the product CC1=NOC(=C1C(=O)N1CCNCC1)C ((3,5-dimethyl-isoxazol-4-yl)-piperazin-1-yl-methanone). Reaction SMILES: C(O[C:6]([N:8]1[CH2:13][CH2:12][NH:11][CH2:10][CH2:9]1)=[O:7])(C)(C)C.C(N(C(C)C)CC)(C)C.[CH3:23][C:24]1[C:28](C(Cl)=O)=[C:27]([CH3:32])[O:26][N:25]=1>C(Cl)Cl>[CH3:23][C:24]1[C:28]([C:6]([N:8]2[CH2:9][CH2:10][NH:11][CH2:12][CH2:13]2)=[O:7])=[C:27]([CH3:32])[O:26][N:25]=1. Reported procedure: A solution of 1-tert-butyloxycarbonyl-piperazine (4.581 mmol, 0.9 eq) and diisopropylethylamine (5.09 mmol, 1.0 eq) in methylene chloride (5 mL) was added to a 40 mL vial. 3,5-Dimethyl-isoxazole-4-carbonyl chloride (5.09 mmol, 1.0 eq) was added to the vial and the reaction was shaken overnight at room temperature. When the reaction was complete, it was diluted with methylene chloride (5 mL) and washed with 4 mL of 1N hydrochloric acid followed by 4 mL of 10% potassium carbonate. The organic laye... The reactants are O=C1c2c(O)cccc2C(Br)c2cccc(O)c21, CCCCCCCCCCCCS, ClCCl. Product: CCCCCCCCCCCCSC1c2cccc(O)c2C(=O)c2c(O)cccc21. Reaction SMILES: [Br:1][CH:2]1[c:3]2[cH:4][cH:5][cH:6][c:7]([OH:18])[c:8]2[C:9](=[O:17])[c:10]2[c:11]([OH:16])[cH:12][cH:13][cH:14][c:15]21.[CH2:19]([CH2:20][CH2:21][CH2:22][CH2:23][CH2:24][CH2:25][CH2:26][CH2:27][CH2:28][CH2:29][CH3:30])[SH:31].[Cl:32][CH2:33][Cl:34]>>[CH:2]1([S:31][CH2:19][CH2:20][CH2:21][CH2:22][CH2:23][CH2:24][CH2:25][CH2:26][CH2:27][CH2:28][CH2:29][CH3:30])[c:3]2[cH:4][cH:5][cH:6][c:7]([OH:18])[c:8]2[C:9](=[O:17])[c:10]2[c:11]([OH:16])[cH:12][cH:13][cH:14][c:15]21. Reactants: CN1N=C(C(=C1NCCCN(C)C)[N+](=O)[O-])C (N-(2,5-dimethyl-4-nitro-2H-pyrazol-3-yl)-N′,N′-dimethylpropane-1,3-diamine), ClCCO (2-chloroethanol). Solvent: C(C)(=O)OCC (ethyl acetate). Product: [Cl-].CN1N=C(C(=C1NCCC[N+](C)(C)CCO)[N+](=O)[O-])C ([3-(2,5-dimethyl-4-nitro-2H-pyrazol-3-yl-amino)propyl](2-hydroxyethyl)dimethylammonium chloride). Yield: 82.5%. Reaction SMILES: [CH3:1][N:2]1[C:6]([NH:7][CH2:8][CH2:9][CH2:10][N:11]([CH3:13])[CH3:12])=[C:5]([N+:14]([O-:16])=[O:15])[C:4]([CH3:17])=[N:3]1.[Cl:18][CH2:19][CH2:20][OH:21]>C(OCC)(=O)C>[Cl-:18].[CH3:1][N:2]1[C:6]([NH:7][CH2:8][CH2:9][CH2:10][N+:11]([CH2:19][CH2:20][OH:21])([CH3:13])[CH3:12])=[C:5]([N+:14]([O-:16])=[O:15])[C:4]([CH3:17])=[N:3]1 |f:3.4|. Reported procedure: 0.5 g of N-(2,5-dimethyl-4-nitro-2H-pyrazol-3-yl)-N′,N′-dimethylpropane-1,3-diamine and 2.2 g of 2-chloroethanol were introduced into a 10 ml three-necked round-bottomed flask equipped with a magnetic stirrer, a thermometer and a condenser. The reaction medium was maintained at reflux for 2 hours. The medium was cooled to room temperature and diluted with 50 ml of ethyl acetate. The precipitate was filtered off. 0.55 g of [3-(2,5-dimethyl-4-nitro-2H-pyrazol-3-yl-amino)propyl](2-hydroxyethyl)dime...